This data is from the Open Reaction Database (ORD), a public repository of structured organic reaction records. The task is: describe an organic reaction: reactants, conditions, products, and yield Starting materials: [BH4-], NC1CCN(Cc2ccccc2)C1, CO, NC(=O)c1ccc(Oc2ccc(C=O)cc2)nc1, [Na+]. Yields the product NC(=O)c1ccc(Oc2ccc(CNC3CCN(Cc4ccccc4)C3)cc2)nc1. RXN SMILES: [BH4-:32].[CH2:19]([c:20]1[cH:21][cH:22][cH:23][cH:24][cH:25]1)[N:26]1[CH2:27][CH:28]([NH2:31])[CH2:29][CH2:30]1.[CH3:34][OH:35].[CH:1](=[O:2])[c:3]1[cH:4][cH:5][c:6]([O:7][c:8]2[n:9][cH:10][c:11]([C:12](=[O:13])[NH2:14])[cH:15][cH:16]2)[cH:17][cH:18]1.[Na+:33]>>[CH2:1]([c:3]1[cH:4][cH:5][c:6]([O:7][c:8]2[n:9][cH:10][c:11]([C:12](=[O:13])[NH2:14])[cH:15][cH:16]2)[cH:17][cH:18]1)[NH:31][CH:28]1[CH2:27][N:26]([CH2:19][c:20]2[cH:21][cH:22][cH:23][cH:24][cH:25]2)[CH2:30][CH2:29]1. The reactants are COC1=C(C=C(C=C1)C=O)C1=CC=C(C=C1)OC (4-methoxy-3-(4-methoxyphenyl)benzenecarboxaldehyde), [BH4-] (borohydride). Run in CO (methanol). Run at time 16 hour. The product is COC1=C(C=C(CO)C=C1)C1=CC=C(C=C1)OC (4-Methoxy-3-(4-methoxyphenyl)benzyl alcohol). Isolated yield 87.2%. As a reaction SMILES: [CH3:1][O:2][C:3]1[CH:8]=[CH:7][C:6]([CH:9]=[O:10])=[CH:5][C:4]=1[C:11]1[CH:16]=[CH:15][C:14]([O:17][CH3:18])=[CH:13][CH:12]=1.[BH4-]>CO>[CH3:1][O:2][C:3]1[CH:8]=[CH:7][C:6]([CH2:9][OH:10])=[CH:5][C:4]=1[C:11]1[CH:16]=[CH:15][C:14]([O:17][CH3:18])=[CH:13][CH:12]=1. Reported procedure: A solution of 4-methoxy-3-(4-methoxyphenyl)benzenecarboxaldehyde (1 g, 4.13 mmol) in methanol (12 mL) was treated with polymer-supported borohydride (10.3 mmol) and the mixture shaken for 16 hours. The resin was then filtered and the filtrate concentrated under reduced pressure to afford 0.88 g of title compound.